From a dataset of the Open Reaction Database (ORD), a public repository of structured organic reaction records. describe an organic reaction: reactants, conditions, products, and yield Reactants: CO, CCOC(=O)c1cc2c(C(=O)Nc3c(Cl)cncc3Cl)ccc(OC)c2o1, Cl, [Na+], [OH-]. Product: COc1ccc(C(=O)Nc2c(Cl)cncc2Cl)c2cc(C(=O)O)oc12. Reaction SMILES: [CH3:31][OH:32].[Cl:1][c:2]1[cH:3][n:4][cH:5][c:6]([Cl:27])[c:7]1[NH:8][C:9](=[O:10])[c:11]1[cH:12][cH:13][c:14]([O:25][CH3:26])[c:15]2[c:16]1[cH:17][c:18]([C:20](=[O:21])[O:22][CH2:23][CH3:24])[o:19]2.[ClH:30].[Na+:29].[OH-:28]>>[Cl:1][c:2]1[cH:3][n:4][cH:5][c:6]([Cl:27])[c:7]1[NH:8][C:9](=[O:10])[c:11]1[cH:12][cH:13][c:14]([O:25][CH3:26])[c:15]2[c:16]1[cH:17][c:18]([C:20](=[O:21])[OH:22])[o:19]2. The reactants are C(C1=CC=CC=C1)N1CC[Si](CC1)(C)C (1-benzyl-4,4-dimethyl-1,4-azasilinane), Cl (HCl), C(C)OCC (diethyl ether). The solvent is C(C)O (ethanol). Conditions: temperature 25 celsius, time 20 hour. Yields the product Cl.C[Si]1(CCNCC1)C (4,4-dimethyl-1,4-azasilinane hydrochloride). Isolated yield 54.6%. As a reaction SMILES: C([N:8]1[CH2:13][CH2:12][Si:11]([CH3:15])([CH3:14])[CH2:10][CH2:9]1)C1C=CC=CC=1.[ClH:16].C(OCC)C>C(O)C>[ClH:16].[CH3:14][Si:11]1([CH3:15])[CH2:12][CH2:13][NH:8][CH2:9][CH2:10]1 |f:4.5|. Procedure details: To a solution of 3 (2.3 g, 10.5 mmol) in ethanol (EtOH), 6 N HCl (10.5 mmol) is added and the solvent is removed under reduced pressure. The reaction mixture is co-evaporated with EtOH (2×10 mL) and recrystallized from EtOH-diethyl ether. To a slurry of Pd/C in EtOH, an ethanolic solution of the HCl salt is added dropwise and stirred at 25° C. under hydrogen atmosphere for 20 h. The reaction mixture is filtered through celite, washed with 2×20 mL of Methanol. The filtrate is concentrated under r...